This data is from the Open Reaction Database (ORD), a public repository of structured organic reaction records. The task is: describe an organic reaction: reactants, conditions, products, and yield Starting materials: C(C)(=O)C(C(=O)OCC)C(C)=O (ethyl 2-acetyl-3-oxo-butyrate), C(C=C)(=O)OCC (ethyl acrylate). Reagents/catalysts: N12CCCCCC2=NCCC1 (1,8-diazabicyclo-[5.4.0]-undec-7-ene). Run in C(C)(=O)O (acetic acid). Run at time 10 minute. Yields the product C(C)OC(C(CCC(=O)OCC)(C(C)=O)C(C)=O)=O (2,2-diacetyl-1,5-pentanedioic acid diethyl ester). Yield: 47.4%. Reaction SMILES: [C:1]([CH:4]([C:10](=[O:12])[CH3:11])[C:5]([O:7][CH2:8][CH3:9])=[O:6])(=[O:3])[CH3:2].[C:13]([O:17][CH2:18][CH3:19])(=[O:16])[CH:14]=[CH2:15]>N12CCCN=C1CCCCC2.C(O)(=O)C>[CH2:8]([O:7][C:5](=[O:6])[C:4]([C:10](=[O:12])[CH3:11])([C:1](=[O:3])[CH3:2])[CH2:15][CH2:14][C:13]([O:17][CH2:18][CH3:19])=[O:16])[CH3:9]. Reported procedure: 2.0 g of ethyl 2-acetyl-3-oxo-butyrate was mixed with 5 drops of 1,8-diazabicyclo-[5.4.0]-undec-7-ene. Over 10 minutes, 2.7 g of ethyl acrylate was added dropwise. The mixture was stirred for 30 hours at room temperature, 2 ml of acetic acid was added to neutralize the base, and the mixture was extracted with an aqueous sodium carbonate solution and water. Fractional distillation yields 1.5 g of 2,2-diacetyl-1,5-pentanedioic acid diethyl ester (purity: 70%; colorless).